Dataset: the Open Reaction Database (ORD), a public repository of structured organic reaction records. Task: describe an organic reaction: reactants, conditions, products, and yield Starting materials: O=C([O-])[O-], CC(C)c1noc(N2CCC(COS(C)(=O)=O)CC2)n1, CS(=O)(=O)c1ccc(-c2ccc(O)cn2)cc1, CN(C)C=O, [K+], [K+], O. Product: CC(C)c1noc(N2CCC(COc3ccc(-c4ccc(S(C)(=O)=O)cc4)nc3)CC2)n1. RXN SMILES: [C:38](=[O:39])([O-:40])[O-:41].[CH3:1][S:2](=[O:3])(=[O:4])[O:5][CH2:6][CH:7]1[CH2:8][CH2:9][N:10]([c:13]2[n:14][c:15]([CH:18]([CH3:19])[CH3:20])[n:16][o:17]2)[CH2:11][CH2:12]1.[CH3:21][S:22](=[O:23])(=[O:24])[c:25]1[cH:26][cH:27][c:28](-[c:31]2[cH:32][cH:33][c:34]([OH:37])[cH:35][n:36]2)[cH:29][cH:30]1.[CH3:44][N:45]([CH3:46])[CH:47]=[O:48].[K+:42].[K+:43].[OH2:49]>>[O:5]([CH2:6][CH:7]1[CH2:8][CH2:9][N:10]([c:13]2[n:14][c:15]([CH:18]([CH3:19])[CH3:20])[n:16][o:17]2)[CH2:11][CH2:12]1)[c:34]1[cH:33][cH:32][c:31](-[c:28]2[cH:27][cH:26][c:25]([S:22]([CH3:21])(=[O:23])=[O:24])[cH:30][cH:29]2)[n:36][cH:35]1. Reaction SMILES: [OH:1][CH2:2][CH2:3][N:4]1[CH2:8][CH2:7][N:6]([C:9]2[C:13]([NH:14]C(=O)OC(C)(C)C)=[CH:12][N:11]([CH3:22])[N:10]=2)[C:5]1=[O:23].C(OC(=O)C)C.[ClH:30]>>[ClH:30].[NH2:14][C:13]1[C:9]([N:6]2[CH2:7][CH2:8][N:4]([CH2:3][CH2:2][OH:1])[C:5]2=[O:23])=[N:10][N:11]([CH3:22])[CH:12]=1 |f:1.2,3.4|. Product: Cl.NC=1C(=NN(C1)C)N1C(N(CC1)CCO)=O (1-(4-amino-1-methyl-1H-pyrazol-3-yl)-3-(2-hydroxyethyl)imidazolidin-2-one hydrochloride). Procedure details: To tert-butyl (3-(3-(2-hydroxyethyl)-2-oxoimidazolidin-1-yl)-1-methyl-1H-pyrazol-4-yl)carbamate (7.65 g) was added 4M hydrogen chloride ethyl acetate solution (76.5 mL), and the mixture was stirred at room temperature for 30 min. The reaction mixture was concentrated under reduced pressure, to the residue was added methanol (30 mL), and the mixture was stirred for 10 min, and concentrated under reduced pressure to give the title compound (5.21 g). Starting materials: OCCN1C(N(CC1)C1=NN(C=C1NC(OC(C)(C)C)=O)C)=O (tert-butyl (3-(3-(2-hydroxyethyl)-2-oxoimidazolidin-1-yl)-1-methyl-1H-pyrazol-4-yl)carbamate), C(C)OC(C)=O.Cl (hydrogen chloride ethyl acetate). Run at time 30 minute.